From a dataset of the Open Reaction Database (ORD), a public repository of structured organic reaction records. describe an organic reaction: reactants, conditions, products, and yield Reactants: C=CCCCCCNC(C(=O)OC)C(C)C, Cl, [Li+], C1COCCO1, [OH-], O. Product: C=CCCCCC[NH2+]C(C(=O)O)C(C)C, [Cl-]. RXN SMILES: [CH2:1]([CH2:2][CH2:3][CH2:4][CH2:5][CH:6]=[CH2:7])[NH:8][CH:9]([C:10](=[O:11])[O:12][CH3:13])[CH:14]([CH3:15])[CH3:16].[ClH:25].[Li+:24].[O:17]1[CH2:18][CH2:19][O:20][CH2:21][CH2:22]1.[OH-:23].[OH2:26]>>[CH2:1]([CH2:2][CH2:3][CH2:4][CH2:5][CH:6]=[CH2:7])[NH2+:8][CH:9]([C:10](=[O:11])[OH:12])[CH:14]([CH3:15])[CH3:16].[Cl-:25]. The reactants are O=C(O)C1c2ccccc2Oc2ccccc21, Nc1ccc2nccnc2c1. The reagents and catalysts are CCN=C=NCCCN(C)C.Cl (EDC-HCl), CN1CCOCC1 (NMM), C1(=C(C(=C(C(=C1F)F)F)F)F)O (Pentafluorophenol). The solvent is CN(C)C=O (DMF), CN(C)C=O (DMF), CN(C)C=O (DMF), CN(C)C=O (DMF), CN(C)C=O (DMF), CN(C)C=O (DMF). Conditions: temperature 25 celsius, time 2 hour. The product is O=C(Nc1ccc2nccnc2c1)C1c2ccccc2Oc2ccccc21. Isolated yield 2.6%. RXN SMILES: Nc1ccc2nccnc2c1.O=C(O)C1c2ccccc2Oc2ccccc21.CCN=C=NCCCN(C)C.Cl.C1(=C(C(=C(C(=C1F)F)F)F)F)O.CN1CCOCC1.CN(C)C=O>>O=C(Nc1ccc2nccnc2c1)C1c2ccccc2Oc2ccccc21. Reactants: C(C)(C)(C)OC(=O)C1=CC2=C(CC(O2)(C)COC)C(=C1)OC1=CC=C(C=C1)S(=O)(=O)C (4-(4-methanesulfonyl-phenoxy)-2-methoxymethyl-2-methyl-2,3-dihydro-benzofuran-6-carboxylic acid tert-butyl ester), CC=1C=CC(=NC1)N (5-methyl-pyridin-2-ylamine), C(=O)(C(F)(F)F)O (TFA). The product is CC=1C=CC(=NC1)NC(=O)C1=CC2=C(CC(O2)(C)COC)C(=C1)OC1=CC=C(C=C1)S(=O)(=O)C (4-(4-Methanesulfonyl-phenoxy)-2-methoxymethyl-2-methyl-2,3-dihydro-benzofuran-6-carboxylic acid (5-methyl-pyridin-2-yl)-amide). Reaction SMILES: C([O:5][C:6]([C:8]1[CH:20]=[C:19]([O:21][C:22]2[CH:27]=[CH:26][C:25]([S:28]([CH3:31])(=[O:30])=[O:29])=[CH:24][CH:23]=2)[C:11]2[CH2:12][C:13]([CH2:16][O:17][CH3:18])([CH3:15])[O:14][C:10]=2[CH:9]=1)=O)(C)(C)C.[CH3:32][C:33]1[CH:34]=[CH:35][C:36]([NH2:39])=[N:37][CH:38]=1.C(O)(C(F)(F)F)=O>>[CH3:32][C:33]1[CH:34]=[CH:35][C:36]([NH:39][C:6]([C:8]2[CH:20]=[C:19]([O:21][C:22]3[CH:23]=[CH:24][C:25]([S:28]([CH3:31])(=[O:30])=[O:29])=[CH:26][CH:27]=3)[C:11]3[CH2:12][C:13]([CH2:16][O:17][CH3:18])([CH3:15])[O:14][C:10]=3[CH:9]=2)=[O:5])=[N:37][CH:38]=1. Procedure details: The title compound was prepared in a similar manner as described for Example 200, from 4-(4-methanesulfonyl-phenoxy)-2-methoxymethyl-2-methyl-2,3-dihydro-benzofuran-6-carboxylic acid tert-butyl ester (228a) and 5-methyl-pyridin-2-ylamine. 1H NMR (400 MHz, CDCl3) δ 8.21 (d, J=8.59 Hz, 1 H) 8.09 (s, 1 H) 7.92 (ddd, J=9.22, 2.78, 2.40 Hz, 2 H) 7.65 (dd, J=8.59, 2.02 Hz, 1 H) 7.19 (s, 1 H) 7.13 (s, 2 H) 7.09-7.11 (m, 1 H) 3.43-3.53 (m, 2 H) 3.41 (s, 3 H) 3.16 (d, J=16.42 Hz, 1 H) 3.06-3.10 (m, 3 H) ... Reactants: FC1=CC=C(C=C1)C(CC(=O)OCC)C1=CC=C(C=C1)F (ethyl 3,3-bis(4-fluorophenyl)propanoate), [H-].[H-].[H-].[H-].[Li+].[Al+3] (LAH). Run in C1CCOC1 (THF). Conditions: temperature 0 celsius, time 30 minute. The product is FC1=CC=C(C=C1)C(CCO)C1=CC=C(C=C1)F (3,3-bis(4-fluorophenyl)propan-1-ol). As a reaction SMILES: [F:1][C:2]1[CH:7]=[CH:6][C:5]([CH:8]([C:15]2[CH:20]=[CH:19][C:18]([F:21])=[CH:17][CH:16]=2)[CH2:9][C:10](OCC)=[O:11])=[CH:4][CH:3]=1.[H-].[H-].[H-].[H-].[Li+].[Al+3]>C1COCC1>[F:1][C:2]1[CH:7]=[CH:6][C:5]([CH:8]([C:15]2[CH:16]=[CH:17][C:18]([F:21])=[CH:19][CH:20]=2)[CH2:9][CH2:10][OH:11])=[CH:4][CH:3]=1 |f:1.2.3.4.5.6|. Reported procedure: To a solution of ethyl 3,3-bis(4-fluorophenyl)propanoate, prepared in the previous step, in THF (75 mL) at −78° C. was added LAH (1 M in PhMe, 35 mL, 35.0 mmol). The reaction mixture was warmed to 0° C. over 15 min, quenched with 6 mL of water, 12 mL of 2.5 M NaOH, followed by 18 mL of water. The mixture was stirred at room temperature for 30 min. The solids were removed by filtration and the solution was concentrated to provide 3,3-bis(4-fluorophenyl)propan-1-ol which was used in the next step ...